This data is from the Open Reaction Database (ORD), a public repository of structured organic reaction records. The task is: describe an organic reaction: reactants, conditions, products, and yield Reactants: [Al+3], NC(=O)c1ccc(C(F)(F)F)c(Br)c1, C1CCOC1, CCOC(C)=O, CCOCC, [H-], [H-], [H-], [H-], [Li+], [Na+], [OH-]. Product: NCc1ccc(C(F)(F)F)c(Br)c1. As a reaction SMILES: [Al+3:2].[Br:7][c:8]1[cH:9][c:10]([C:11](=[O:12])[NH2:13])[cH:14][cH:15][c:16]1[C:17]([F:18])([F:19])[F:20].[CH2:29]1[O:30][CH2:31][CH2:32][CH2:33]1.[CH3:21][CH2:22][O:23][C:24](=[O:25])[CH3:26].[CH3:34][CH2:35][O:36][CH2:37][CH3:38].[H-:1].[H-:4].[H-:5].[H-:6].[Li+:3].[Na+:28].[OH-:27]>>[Br:7][c:8]1[cH:9][c:10]([CH2:11][NH2:13])[cH:14][cH:15][c:16]1[C:17]([F:18])([F:19])[F:20].